Dataset: the Open Reaction Database (ORD), a public repository of structured organic reaction records. Task: describe an organic reaction: reactants, conditions, products, and yield Starting materials: Cl.CN1N=C2C(=CC=CC2=C1C(=CCC)CCC)C1=C(C=C(C=C1C)C)C (2-Methyl-3-(1-propyl-but-1-enyl)-7-(2,4,6-trimethyl-phenyl)-2H-indazole Hydrochloride), 6b, CN1N=C2C(=CC=CC2=C1C(CCC)(CCC)O)C1=C(C=C(C=C1C)C)C (4-[2-Methyl-7-(2,4,6-trimethyl-phenyl)-2H-indazol-3-yl]-heptan-4-ol). The product is CN1N=C2C(=CC=CC2=C1)C1=C(C=C(C=C1C)C)C (2-Methyl-7-(2,4,6-trimethyl-phenyl)-2H-indazole). RXN SMILES: Cl.[CH3:2][N:3]1[C:11](C(CCC)=CCC)=[C:10]2[C:5]([C:6]([C:19]3[C:24]([CH3:25])=[CH:23][C:22]([CH3:26])=[CH:21][C:20]=3[CH3:27])=[CH:7][CH:8]=[CH:9]2)=[N:4]1.CN1C(C(O)(CCC)CCC)=C2C(C(C3C(C)=CC(C)=CC=3C)=CC=C2)=N1>>[CH3:2][N:3]1[CH:11]=[C:10]2[C:5]([C:6]([C:19]3[C:24]([CH3:25])=[CH:23][C:22]([CH3:26])=[CH:21][C:20]=3[CH3:27])=[CH:7][CH:8]=[CH:9]2)=[N:4]1 |f:0.1|. Procedure: 2-Methyl-3-(1-propyl-but-1-enyl)-7-(2,4,6-trimethyl-phenyl)-2H-indazole Hydrochloride (Ib or 6b Scheme 1)—Prepared from 4-[2-Methyl-7-(2,4,6-trimethyl-phenyl)-2H-indazol-3-yl]-heptan-4-ol (5b) using the procedure in step 8 of Example 1.